This data is from the Open Reaction Database (ORD), a public repository of structured organic reaction records. The task is: describe an organic reaction: reactants, conditions, products, and yield Starting materials: [BH4-].[Na+] (sodium borohydride), CN1C[C@H](C=C2C=3C=CC=C4NC=C(C[C@@H]12)C34)NC(N(CC)CC)=O (3-(9,10-didehydro-6-methyl-8α-ergolinyl)-1,1-diethylurea), N (ammonia). Solvent: FC(C(=O)O)(F)F (trifluoroacetic acid). Product: CN1C[C@H](C=C2C=3C=CC=C4NCC(C[C@@H]12)C34)NC(N(CC)CC)=O (3-(9,10-didehydro-2,3-dihydro-6-methyl-8α-ergolinyl)-1,1-diethylurea). Isolated yield 53.8%. Reaction SMILES: [CH3:1][N:2]1[C@H:16]2[C:6]([C:7]3[CH:8]=[CH:9][CH:10]=[C:11]4[C:17]=3[C:14]([CH2:15]2)=[CH:13][NH:12]4)=[CH:5][C@H:4]([NH:18][C:19](=[O:25])[N:20]([CH2:23][CH3:24])[CH2:21][CH3:22])[CH2:3]1.[BH4-].[Na+].N>FC(F)(F)C(O)=O>[CH3:1][N:2]1[C@H:16]2[C:6]([C:7]3[CH:8]=[CH:9][CH:10]=[C:11]4[C:17]=3[CH:14]([CH2:15]2)[CH2:13][NH:12]4)=[CH:5][C@H:4]([NH:18][C:19](=[O:25])[N:20]([CH2:23][CH3:24])[CH2:21][CH3:22])[CH2:3]1 |f:1.2|. Procedure details: At -20° C., 19.6 g of 3-(9,10-didehydro-6-methyl-8α-ergolinyl)-1,1-diethylurea is dissolved in 80 ml of trifluoroacetic acid, and 8 portions of respectively 500 mg of sodium borohydride are added at intervals of 3-4 minutes. The mixture is then poured on ice, made alkaline under ice cooling with 90 ml of 26% ammonia solution, and extracted with methylene chloride. The organic phase is dried, concentrated, and chromatographed on silica gel with methylene chloride/methanol, thus isolating 10.6 g o...